Task: describe an organic reaction: reactants, conditions, products, and yield. Dataset: the Open Reaction Database (ORD), a public repository of structured organic reaction records Starting materials: C1(=CC=CC=C1)C1=CC=CC=C1.C1(=CC=CC=C1)C=1N=C(NC1)O (Phenyl Hydroxy Imidazole Biphenyl), N1=CC=CC=C1 (pyridine), S(=O)(Cl)Cl (thionyl chloride). Solvent: C(Cl)Cl (methylene chloride). Run at time 2 hour. Yields the product C1(=CC=CC=C1)C1=CC=CC=C1.C1(=CC=CC=C1)C=1NC=CN1 (phenyl imidazole biphenyl). The yield is 92.0%. As a reaction SMILES: [C:1]1([C:7]2[CH:12]=[CH:11][CH:10]=[CH:9][CH:8]=2)[CH:6]=[CH:5][CH:4]=[CH:3][CH:2]=1.[C:13]1([C:19]2[N:20]=[C:21](O)NC=2)[CH:18]=[CH:17][CH:16]=[CH:15][CH:14]=1.[N:25]1C=CC=C[CH:26]=1.S(Cl)(Cl)=O>C(Cl)Cl>[C:1]1([C:7]2[CH:8]=[CH:9][CH:10]=[CH:11][CH:12]=2)[CH:6]=[CH:5][CH:4]=[CH:3][CH:2]=1.[C:13]1([C:19]2[NH:20][CH:21]=[CH:26][N:25]=2)[CH:14]=[CH:15][CH:16]=[CH:17][CH:18]=1 |f:0.1,5.6|. Reported procedure: To 177 mg (0.148 mmol) of phenyl hydroxy imidazole (from Step 1) and 50 μL of pyridine in 1.5 mL of methylene chloride at 0° C. was added 32 μL of thionyl chloride, and the resulting brown solution was stirred at room temperature for 2 hour. The reaction mixture was washed with water, dried and concentrated in vacuo. The residue was purified over silica gel to give 105 mg (92%) of conjugated phenyl imidazole biphenyl as an oil which solidified upon standing. Starting materials: FC1(CCN(CC1)C(=O)C=1NC2=CC=C(C=C2C1)OC1CCN(CC1)C(C)C)F ((4,4-Difluoro-piperidin-1-yl)-[5-(1-isopropyl-piperidin-4-yloxy)-1H-indol-2-yl]-methanone), FC1(CCN(CC1)C(=O)C=1NC2=CC=C(C=C2C1)OC1CCN(CC1)C(C)C)F ((4,4-Difluoro-piperidin-1-yl)-[5-(1-isopropyl-piperidin-4-yloxy)-1H-indol-2-yl]-methanone), FC(C1=CC=C(C=C1)B(O)O)(F)F (4-(trifluoromethyl)phenyl boronic acid). Product: FC1(CCN(CC1)C(=O)C=1N(C2=CC=C(C=C2C1)OC1CCN(CC1)C(C)C)C1=CC=C(C=C1)C(F)(F)F)F ((4,4-Difluoro-piperidin-1-yl)-[5-(1-isopropyl-piperidin-4-yloxy)-1-(4-trifluoromethyl-phenyl)-1H-indol-2-yl]-methanone). RXN SMILES: [F:1][C:2]1([F:29])[CH2:7][CH2:6][N:5]([C:8]([C:10]2[NH:11][C:12]3[C:17]([CH:18]=2)=[CH:16][C:15]([O:19][CH:20]2[CH2:25][CH2:24][N:23]([CH:26]([CH3:28])[CH3:27])[CH2:22][CH2:21]2)=[CH:14][CH:13]=3)=[O:9])[CH2:4][CH2:3]1.[F:30][C:31]([F:42])([F:41])[C:32]1[CH:37]=[CH:36][C:35](B(O)O)=[CH:34][CH:33]=1>>[F:29][C:2]1([F:1])[CH2:7][CH2:6][N:5]([C:8]([C:10]2[N:11]([C:35]3[CH:36]=[CH:37][C:32]([C:31]([F:42])([F:41])[F:30])=[CH:33][CH:34]=3)[C:12]3[C:17]([CH:18]=2)=[CH:16][C:15]([O:19][CH:20]2[CH2:25][CH2:24][N:23]([CH:26]([CH3:27])[CH3:28])[CH2:22][CH2:21]2)=[CH:14][CH:13]=3)=[O:9])[CH2:4][CH2:3]1. Procedure details: In analogy to the procedure described for the synthesis of example 6, the title compound was synthesized from (4,4-difluoro-piperidin-1-yl)-[5-(1-isopropyl-piperidin-4-yloxy)-1H-indol-2-yl]-methanone (intermediate 1) and 4-(trifluoromethyl)phenyl boronic acid. The title compound was obtained in 52% yield as yellow foam. MS (m/e): 550.2 (MH+, 100%). Product: C(C=C)C(C(=O)O)C(CC(CCCCCCCCCCC)OC1OCCCC1)O (2-allyl-3-hydroxy-5-[(tetrahydro-2H-pyran-2-yl)oxy]hexadecanoic acid). Reaction conditions: temperature -50 celsius, time 15 minute. Reactants: C(CCC=C)(=O)O (4-pentenoic acid), O1C(CCCC1)OC(CC=O)CCCCCCCCCCC (rac-3-[(tetrahydro-2H-pyran-2-yl)oxy]-tetradecanal), Cl (hydrochloric acid), C(C)(C)NC(C)C (diisopropylamine), C(CCC)[Li] (butyl lithium). The solvent is C1CCOC1 (THF), C1CCOC1 (THF), C1CCOC1 (THF). Reaction SMILES: C(NC(C)C)(C)C.C([Li])CCC.[C:13]([OH:19])(=[O:18])[CH2:14][CH2:15][CH:16]=[CH2:17].[O:20]1[CH2:25][CH2:24][CH2:23][CH2:22][CH:21]1[O:26][CH:27]([CH2:31][CH2:32][CH2:33][CH2:34][CH2:35][CH2:36][CH2:37][CH2:38][CH2:39][CH2:40][CH3:41])[CH2:28][CH:29]=[O:30].Cl>C1COCC1>[CH2:15]([CH:14]([CH:29]([OH:30])[CH2:28][CH:27]([O:26][CH:21]1[CH2:22][CH2:23][CH2:24][CH2:25][O:20]1)[CH2:31][CH2:32][CH2:33][CH2:34][CH2:35][CH2:36][CH2:37][CH2:38][CH2:39][CH2:40][CH3:41])[C:13]([OH:19])=[O:18])[CH:16]=[CH2:17]. Procedure details: C)a) 2 ml of diisopropylamine in 30 ml of dry THF were cooled to -20° C. and thereupon 9.68 ml of butyl lithium (1.6M/hexane) were added dropwise in such a manner that the temperature did not exceed -20° C. The mixture was subsequently stirred for 15 minutes and then cooled to -50° C. Thereafter, 0.720 ml of 4-pentenoic acid in 10 ml of THF was added dropwise and the mixture was stirred at 50° C. for a further 10 minutes. The mixture was stirred at room temperature for 1 hour and subsequently ag... Reactants: N1=CC(=CC=C1)C1=CC=NC=2N1N=CC2 (7-(3-pyridyl)pyrazolo[1,5-a]-pyrimidine), ClN1N=NC2=C1C=CC=C2 (N-chlorobenzotriazole). Solvent: ClCCl (dichloromethane). Product: ClC=1C=NN2C1N=CC=C2C=2C=NC=CC2 (3-Chloro-7-(3-pyridyl)pyrazolo[1,5-a]pyrimidine). RXN SMILES: [N:1]1[CH:6]=[CH:5][CH:4]=[C:3]([C:7]2[N:12]3[N:13]=[CH:14][CH:15]=[C:11]3[N:10]=[CH:9][CH:8]=2)[CH:2]=1.[Cl:16]N1C2C=CC=CC=2N=N1>ClCCl>[Cl:16][C:15]1[CH:14]=[N:13][N:12]2[C:7]([C:3]3[CH:2]=[N:1][CH:6]=[CH:5][CH:4]=3)=[CH:8][CH:9]=[N:10][C:11]=12. Procedure: A mixture of 3.92 g. of 7-(3-pyridyl)pyrazolo[1,5-a]-pyrimidine and 3.40 g. of N-chlorobenzotriazole in 100 ml. of dichloromethane is heated on a steam bath for 15 minutes. The mixture is poured into 100 ml. of ice cold 2.5 N sodium hydroxide and the dichloromethane layer is separated and dried over anhydrous sodium sulfate. The dichloromethane extract is passed through a column of hydrous magnesium silicate and the eluent is concentrated and diluted with hexane to give 2.75 g. of the product of... Starting materials: C1CCOC1, CN(C)CCCNC(=O)c1cccc(-c2ccc(CSCCOc3ccccc3)cc2)c1, CN(C)CCCCN, O=C(O)c1ccc(-c2cccc(CSCCOc3ccccc3)c2)cc1. The product is CN(C)CCCCNC(=O)c1ccc(-c2cccc(CSCCOc3ccccc3)c2)cc1. As a reaction SMILES: [CH2:67]1[O:68][CH2:69][CH2:70][CH2:71]1.[CH3:1][N:2]([CH3:3])[CH2:4][CH2:5][CH2:6][NH:7][C:8]([c:9]1[cH:10][c:11](-[c:12]2[cH:13][cH:14][c:15]([CH2:16][S:17][CH2:18][CH2:19][O:20][c:21]3[cH:22][cH:23][cH:24][cH:25][cH:26]3)[cH:27][cH:28]2)[cH:29][cH:30][cH:31]1)=[O:32].[CH3:59][N:60]([CH2:61][CH2:62][CH2:63][CH2:64][NH2:65])[CH3:66].[O:33]([c:34]1[cH:35][cH:36][cH:37][cH:38][cH:39]1)[CH2:40][CH2:41][S:42][CH2:43][c:44]1[cH:45][c:46](-[c:50]2[cH:51][cH:52][c:53]([C:56](=[O:57])[OH:58])[cH:54][cH:55]2)[cH:47][cH:48][cH:49]1>>[O:33]([c:34]1[cH:35][cH:36][cH:37][cH:38][cH:39]1)[CH2:40][CH2:41][S:42][CH2:43][c:44]1[cH:45][c:46](-[c:50]2[cH:51][cH:52][c:53]([C:56](=[O:58])[NH:65][CH2:64][CH2:63][CH2:62][CH2:61][N:60]([CH3:59])[CH3:66])[cH:54][cH:55]2)[cH:47][cH:48][cH:49]1.